The task is: describe an organic reaction: reactants, conditions, products, and yield. This data is from the Open Reaction Database (ORD), a public repository of structured organic reaction records. Starting materials: COC(C1=CC(=CC=C1)C=O)=O (3-formyl-benzoic acid methyl ester), C(CO)O (ethylene glycol), C(=O)(O)[O-].[Na+] (NaHCO3). The reagents and catalysts are S(O)(O)(=O)=O (sulfuric acid). The solvent is C1(=CC=CC=C1)C (toluene). The product is COC(C1=CC(=CC=C1)C1OCCO1)=O (3-[1,3]Dioxolan-2-yl-benzoic acid methyl ester). Isolated yield 100.5%. Reaction SMILES: [CH3:1][O:2][C:3](=[O:12])[C:4]1[CH:9]=[CH:8][CH:7]=[C:6]([CH:10]=[O:11])[CH:5]=1.[CH2:13](O)[CH2:14][OH:15].C([O-])(O)=O.[Na+]>C1(C)C=CC=CC=1.S(=O)(=O)(O)O>[CH3:1][O:2][C:3](=[O:12])[C:4]1[CH:9]=[CH:8][CH:7]=[C:6]([CH:10]2[O:15][CH2:14][CH2:13][O:11]2)[CH:5]=1 |f:2.3|. Reported procedure: A solution of 3-formyl-benzoic acid methyl ester (9.48 g, 57.8 mmol), ethylene glycol (8.97 g, 144.5 mmol, 2.5 eq.) and conc. sulfuric acid (0.18 g, 1.8 mmol) in toluene was heated under Dean-Stark reflux for 3 hrs. After cooling, satd. NaHCO3 (100 ml) was added. The aqueous phase was extracted with EtOAc, the combined organic phases were dried over Na2SO4 and evaporated to afford the title compound (12.1 g, 101% yield) as a yellow liquid. MS: m/e=164 (M+). The reactants are CC(=O)C1=CC=C(C=C1)Cl (4-Chloroacetophenone), CS(=O)(=O)C1=CC(=NS1)C(F)(F)F (5-Methylsulfonyl-3-(trifluoromethyl)isothiazole), C(C)(=O)O (acetic acid). Solvent: O1CCCC1 (tetrahydrofuran). Reaction conditions: time 1 hour. Yields the product ClC1=CC=C(C=C1)C(CC1=CC(=NS1)C(F)(F)F)=O (1-(4-Chlorophenyl)-2-(3-(trifluoromethyl)-5-isothiazolyl)ethanone). RXN SMILES: [CH3:1][C:2]([C:4]1[CH:9]=[CH:8][C:7]([Cl:10])=[CH:6][CH:5]=1)=[O:3].CS([C:15]1[S:19][N:18]=[C:17]([C:20]([F:23])([F:22])[F:21])[CH:16]=1)(=O)=O.C(O)(=O)C>O1CCCC1>[Cl:10][C:7]1[CH:8]=[CH:9][C:4]([C:2](=[O:3])[CH2:1][C:15]2[S:19][N:18]=[C:17]([C:20]([F:23])([F:22])[F:21])[CH:16]=2)=[CH:5][CH:6]=1. Procedure: The oil of a 4.0 g (100 mmol) portion of 60 percent in mineral oil sodium hydride was removed by triple extraction with hexane and was replaced with 100 mL of tetrahydrofuran. 4-Chloroacetophenone (4.33 g, 28 mmol) was added and the mixture was heated at reflux with stirring for 1 hr and then allowed to cool. 5-Methylsulfonyl-3-(trifluoromethyl)isothiazole (4.57 g, 19.8 mmol) dissolved in a small amount of tetrahydrofuran was added and the mixture was heated at reflux with stirring for 3 hr and ... Starting materials: NC1[C@@H]2N(C(=C(CS2)CSC2=CC=C(N=[N+]2[O-])OC)C(=O)O)C1=O (7-amino-3-(3-methoxy-1-oxidopyridazin-6-yl)thiomethyl-3-cephem-4-carboxylic acid), C=C1CC(=O)O1 (diketene), C(O)([O-])=O.[Na+] (sodium hydrogen carbonate), O (water). Solvent: CC(=O)C (acetone). The product is O.O.O.C(CC(=O)C)(=O)NC1[C@@H]2N(C(=C(CS2)CSC2=CC=C(N=[N+]2[O-])OC)C(=O)[O-])C1=O.[Na+] (sodium 7-acetoacetamido-3-(3-methoxy-1-oxidopyridazin-6-yl)thiomethyl-3-cephem-4-carboxylate trihydrate). Reaction SMILES: [NH2:1][CH:2]1[C:23](=[O:24])[N:4]2[C:5]([C:20]([OH:22])=[O:21])=[C:6]([CH2:9][S:10][C:11]3[N+:16]([O-:17])=[N:15][C:14]([O:18][CH3:19])=[CH:13][CH:12]=3)[CH2:7][S:8][C@H:3]12.C(=O)([O-])[OH:26].[Na+:29].O.[CH2:31]=[C:32]1[O:36][C:34](=[O:35])[CH2:33]1>CC(C)=O>[OH2:17].[OH2:26].[OH2:35].[C:34]([NH:1][CH:2]1[C:23](=[O:24])[N:4]2[C:5]([C:20]([O-:22])=[O:21])=[C:6]([CH2:9][S:10][C:11]3[N+:16]([O-:17])=[N:15][C:14]([O:18][CH3:19])=[CH:13][CH:12]=3)[CH2:7][S:8][C@H:3]12)(=[O:35])[CH2:33][C:32]([CH3:31])=[O:36].[Na+:29] |f:1.2,6.7.8.9.10|. Procedure: A mixture of 0.392 g. of 7-amino-3-(3-methoxy-1-oxidopyridazin-6-yl)thiomethyl-3-cephem-4-carboxylic acid, 0.42 of sodium hydrogen carbonate, 5 ml. of water and 5 ml. of acetone is cooled to 5° C and under stirring, 0.2 g. of diketene is added, followed by further stirring at room temperature for 30 minutes. The acetone is distilled off and the residue is adjusted to pH 7 with 50 % phosphoric acid, washed with ethyl acetate and developed on a column of polystyrene resin (Amberlite XAD-2) with 5 ...